From a dataset of the Open Reaction Database (ORD), a public repository of structured organic reaction records. describe an organic reaction: reactants, conditions, products, and yield The reactants are CCCCc1nc2cnc3ccccc3c2n1N, O=Cc1ccccc1, CC(C)O, Cl. The product is CCCCc1nc2cnc3ccccc3c2n1N=Cc1ccccc1. As a reaction SMILES: [CH2:2]([CH2:3][CH2:4][CH3:5])[c:6]1[n:7]([NH2:19])[c:8]2[c:9]([cH:10][n:11][c:12]3[cH:13][cH:14][cH:15][cH:16][c:17]23)[n:18]1.[CH:20](=[O:21])[c:22]1[cH:23][cH:24][cH:25][cH:26][cH:27]1.[CH:28]([OH:29])([CH3:30])[CH3:31].[ClH:1]>>[CH2:2]([CH2:3][CH2:4][CH3:5])[c:6]1[n:7]([N:19]=[CH:20][c:22]2[cH:23][cH:24][cH:25][cH:26][cH:27]2)[c:8]2[c:9]([cH:10][n:11][c:12]3[cH:13][cH:14][cH:15][cH:16][c:17]23)[n:18]1. Starting materials: C(#N)C1=CC=C(CC23C(N(C(N3CCC2)=O)C2=CC(=C(C(=C2)Cl)NC(=O)OCC2=CC=CC=C2)Cl)=O)C=C1 (5-(4-Cyanobenzyl)-3-(3,5-dichloro-4-benzyloxycarbonylaminophenyl)-1,3-diazabicyclo[3.3.0]octane-2,4-dione). Solvent: Br (HBr). Run at time 30 minute. Yields the product C(#N)C1=CC=C(CC23C(N(C(N3CCC2)=O)C2=CC(=C(C(=C2)Cl)N)Cl)=O)C=C1 (5-(4-Cyanobenzyl)-3-(3,5-dichloro-4-aminophenyl)-1,3-diazabicyclo[3.3.0]octane-2,4-dione). Isolated yield 68.8%. Reaction SMILES: [C:1]([C:3]1[CH:38]=[CH:37][C:6]([CH2:7][C:8]23[CH2:15][CH2:14][CH2:13][N:12]2[C:11](=[O:16])[N:10]([C:17]2[CH:22]=[C:21]([Cl:23])[C:20]([NH:24]C(OCC4C=CC=CC=4)=O)=[C:19]([Cl:35])[CH:18]=2)[C:9]3=[O:36])=[CH:5][CH:4]=1)#[N:2]>Br>[C:1]([C:3]1[CH:4]=[CH:5][C:6]([CH2:7][C:8]23[CH2:15][CH2:14][CH2:13][N:12]2[C:11](=[O:16])[N:10]([C:17]2[CH:18]=[C:19]([Cl:35])[C:20]([NH2:24])=[C:21]([Cl:23])[CH:22]=2)[C:9]3=[O:36])=[CH:37][CH:38]=1)#[N:2]. Reported procedure: The compound from Example 131 (100 mg) was dissolved in HBr (2 mL, 30% in AcOH). The resulting solution was stirred at room temperature for 30 minutes. The solution was extracted with EtOAc/H2O. The combined organic layers were dried over Na2SO4, filtered and evaporated. The product was purified by preparative TLC to yield the titled compound (52 mg). MS (m/z) 415 (MH+). mp. 103° C. The reactants are CN(C=1OC2=C(N1)C=C(C=C2)Cl)C2=CC=C(C=C2)O (4-[N-Methyl-N-(5-chloro-2-benzoxazolyl)amino]phenol), BrC(C(=O)OCC)C (ethyl 2-bromopropionate), C([O-])([O-])=O.[K+].[K+] (potassium carbonate). Solvent: C(C)C(=O)C (methyl ethyl ketone). The product is CN(C=1OC2=C(N1)C=C(C=C2)Cl)C2=CC=C(OC(C(=O)OCC)C)C=C2 (Ethyl 2-{4-[N-methyl-N-(5-chloro-2-benzoxazolyl)amino]phenoxy}propionate). As a reaction SMILES: [CH3:1][N:2]([C:13]1[CH:18]=[CH:17][C:16]([OH:19])=[CH:15][CH:14]=1)[C:3]1[O:4][C:5]2[CH:11]=[CH:10][C:9]([Cl:12])=[CH:8][C:6]=2[N:7]=1.Br[CH:21]([CH3:27])[C:22]([O:24][CH2:25][CH3:26])=[O:23].C(=O)([O-])[O-].[K+].[K+]>C(C(C)=O)C>[CH3:1][N:2]([C:13]1[CH:18]=[CH:17][C:16]([O:19][CH:21]([CH3:27])[C:22]([O:24][CH2:25][CH3:26])=[O:23])=[CH:15][CH:14]=1)[C:3]1[O:4][C:5]2[CH:11]=[CH:10][C:9]([Cl:12])=[CH:8][C:6]=2[N:7]=1 |f:2.3.4|. Procedure details: 4-[N-Methyl-N-(5-chloro-2-benzoxazolyl)amino]phenol (0.00255 mol, 0.7 g, prepared as above), ethyl 2-bromopropionate (0.00255 mol, 0.46 g) and potassium carbonate (0.00255 mol, 0.35 g) were mixed in methyl ethyl ketone (5 ml) and heated under reflux for 6 hours. The solvent was then evaporated, the residue taken into water (25 ml) and twice extracted with diethyl ether (25 ml). An oily residue was obtained which was purified by preparative thin layer chromatography on silica gel, eluent toluene/... The reactants are CCOC(=O)C1CCC(N)CC1, C1CCOC1, CS(=O)(=O)c1nccc(-n2ncc3ccccc32)n1, CCOCC. Yields the product CCOC(=O)C1CCC(Nc2nccc(-n3ncc4ccccc43)n2)CC1. Reaction SMILES: [CH2:20]([CH3:21])[O:22][C:23](=[O:24])[CH:25]1[CH2:26][CH2:27][CH:28]([NH2:31])[CH2:29][CH2:30]1.[CH2:37]1[O:38][CH2:39][CH2:40][CH2:41]1.[CH3:1][S:2](=[O:3])(=[O:4])[c:5]1[n:6][cH:7][cH:8][c:9](-[n:11]2[n:12][cH:13][c:14]3[cH:15][cH:16][cH:17][cH:18][c:19]23)[n:10]1.[CH3:32][CH2:33][O:34][CH2:35][CH3:36]>>[c:5]1([NH:31][CH:28]2[CH2:27][CH2:26][CH:25]([C:23]([O:22][CH2:20][CH3:21])=[O:24])[CH2:30][CH2:29]2)[n:6][cH:7][cH:8][c:9](-[n:11]2[n:12][cH:13][c:14]3[cH:15][cH:16][cH:17][cH:18][c:19]23)[n:10]1. The reactants are O=C1CCC(=O)N1Br, O=C(OOC(=O)c1ccccc1)c1ccccc1, Cc1ccc2nccnc2c1, Clc1ccccc1, [Na+], [OH-], O. Yields the product OCc1ccc2nccnc2c1. As a reaction SMILES: [Br:12][N:13]1[C:14](=[O:16])[CH2:17][CH2:18][C:19]1=[O:15].[C:20]([O:21][O:22][C:23](=[O:24])[c:25]1[cH:26][cH:27][cH:28][cH:29][cH:30]1)(=[O:31])[c:32]1[cH:33][cH:34][cH:35][cH:36][cH:37]1.[CH3:1][c:2]1[cH:3][c:4]2[n:5][cH:6][cH:7][n:8][c:9]2[cH:10][cH:11]1.[Cl:40][c:41]1[cH:42][cH:43][cH:44][cH:45][cH:46]1.[Na+:39].[OH-:38].[OH2:47]>>[CH2:1]([c:2]1[cH:3][c:4]2[n:5][cH:6][cH:7][n:8][c:9]2[cH:10][cH:11]1)[OH:15]. Reaction SMILES: [CH3:1][NH:2][S:3]([CH2:6][CH2:7][C:8]1[CH:9]=[C:10]2[C:14](=[CH:15][CH:16]=1)[NH:13][CH:12]=[C:11]2[CH:17]1[CH2:22][CH2:21][N:20]([CH3:23])[CH2:19][CH2:18]1)(=[O:5])=[O:4].[ClH:24]>C(O)C>[ClH:24].[CH3:1][NH:2][S:3]([CH2:6][CH2:7][C:8]1[CH:9]=[C:10]2[C:14](=[CH:15][CH:16]=1)[NH:13][CH:12]=[C:11]2[CH:17]1[CH2:22][CH2:21][N:20]([CH3:23])[CH2:19][CH2:18]1)(=[O:4])=[O:5] |f:3.4|. Starting materials: CNS(=O)(=O)CCC=1C=C2C(=CNC2=CC1)C1CCN(CC1)C (N-Methyl-3-(1-methyl-4 -piperidinyl)-1H-indole-5-ethansulphonamide), Cl (hydrogen chloride). Yield: 79.4%. Solvent: C(C)O (ethanol). Product: Cl.CNS(=O)(=O)CCC=1C=C2C(=CNC2=CC1)C1CCN(CC1)C (N-Methyl-3-(1-methyl-4-piperidinyl)-1H-indole-5-ethanesulphonamide hydrochloride). Procedure details: A solution of the product of Example 1 (50 mg) in hot ethanol (0.5 ml) was added to ethanolic hydrogen chloride [prepared by adding acetyl chloride (33 mg, 0.420 mmol) to ethanol (1 ml) at room temperature] in a stream with stirring at room temperature. A solid crystallised out from the initially clear solution. The suspension was stirred and cooled to 5° over 15 min then filtered under suction. The residue was washed with a little ethanol then dried at 60° in vacuo for 1 h to give the title com...